From a dataset of the Open Reaction Database (ORD), a public repository of structured organic reaction records. describe an organic reaction: reactants, conditions, products, and yield The reactants are COC=1C=C(C=CC1)B(O)O (3-methoxyphenylboronic acid), BrC=1C=C(C=NC1)C(NS(=O)(=O)CC)C1CC1 (N-((5-bromopyridin-3-yl)(cyclopropyl)methyl)ethanesulfonamide), C(=O)([O-])[O-].[Na+].[Na+] (Na2CO3). The reagents and catalysts are Cl[Pd]([P](C1=CC=CC=C1)(C2=CC=CC=C2)C3=CC=CC=C3)([P](C4=CC=CC=C4)(C5=CC=CC=C5)C6=CC=CC=C6)Cl (PdCl2(PPh3)2). Solvent: CN(C)C=O (DMF). Reaction conditions: temperature 100 celsius. Yields the product C1(CC1)C(NS(=O)(=O)CC)C=1C=NC=C(C1)C1=C(C=CC=C1)OC (N-(cyclopropyl(5-(2-methoxyphenyl)pyridin-3-yl)methyl)ethanesulfonamide). Yield: 35.4%. Reaction SMILES: [CH3:1][O:2][C:3]1[CH:4]=[C:5](B(O)O)[CH:6]=[CH:7][CH:8]=1.Br[C:13]1[CH:14]=[C:15]([CH:19]([CH:26]2[CH2:28][CH2:27]2)[NH:20][S:21]([CH2:24][CH3:25])(=[O:23])=[O:22])[CH:16]=[N:17][CH:18]=1.C([O-])([O-])=O.[Na+].[Na+]>CN(C=O)C.Cl[Pd](Cl)([P](C1C=CC=CC=1)(C1C=CC=CC=1)C1C=CC=CC=1)[P](C1C=CC=CC=1)(C1C=CC=CC=1)C1C=CC=CC=1>[CH:26]1([CH:19]([C:15]2[CH:16]=[N:17][CH:18]=[C:13]([C:8]3[CH:7]=[CH:6][CH:5]=[CH:4][C:3]=3[O:2][CH3:1])[CH:14]=2)[NH:20][S:21]([CH2:24][CH3:25])(=[O:23])=[O:22])[CH2:28][CH2:27]1 |f:2.3.4,^1:42,61|. Reported procedure: A mixture of 3-methoxyphenylboronic acid (48 mg, 0.31 mmol), N-((5-bromopyridin-3-yl)(cyclopropyl)methyl)ethanesulfonamide (100 mg, 0.31 mmol), PdCl2(PPh3)2 (18 mg, 0.02 mmol) and Na2CO3 (2 M in water, 0.39 mL, 0.78 mmol) in DMF(2 mL) was heated at 100° C. for 2 h. After concentration, the resulting residue was dissolved in DCM and filtered. The filtrates were concentrated and purified by flash column (EtOAc/Heptane, v/v, 0-40%) to give the title compound (38 mg, 35%); ESI-MS m/z: 347 [M+1]+. 1H... As a reaction SMILES: [NH2:1][C:2]1[S:6][C:5]2[CH:7]=[C:8]([Cl:11])[CH:9]=[CH:10][C:4]=2[C:3]=1[C:12]#[N:13].F[C:15]1[CH:20]=[CH:19][CH:18]=[CH:17][C:16]=1[N+:21]([O-:23])=[O:22]>>[Cl:11][C:8]1[CH:9]=[CH:10][C:4]2[C:3]([C:12]#[N:13])=[C:2]([NH:1][C:15]3[CH:20]=[CH:19][CH:18]=[CH:17][C:16]=3[N+:21]([O-:23])=[O:22])[S:6][C:5]=2[CH:7]=1. Procedure details: In the same manner as in Starting Material Synthesis Example 51 and using 2-amino-6-chlorobenzo[b]thiophene-3-carbonitrile and 2-fluoronitrobenzene, 6-chloro-2-(2-nitroanilino)benzo[b]thiophene-3-carbonitrile is obtained. The product is ClC=1C=CC2=C(SC(=C2C#N)NC2=C(C=CC=C2)[N+](=O)[O-])C1 (6-chloro-2-(2-nitroanilino)benzo[b]thiophene-3-carbonitrile). Reactants: NC1=C(C2=C(S1)C=C(C=C2)Cl)C#N (2-amino-6-chlorobenzo[b]thiophene-3-carbonitrile), FC1=C(C=CC=C1)[N+](=O)[O-] (2-fluoronitrobenzene). The reactants are C(C)(C)(C)OC(C(C)C)=O (tert-butyl-2-methylpropanoate), BrC1=C(C=CC(=C1)CBr)Cl (2-bromo-4-(bromomethyl)-1-chlorobenzene), C(C)(C)NC(C)C (diisopropylamine), C(CCC)[Li] (n-butyllithium), [Cl-].[NH4+] (ammonium chloride). Solvent: C1CCOC1 (THF), C1CCOC1 (THF), C1CCOC1 (THF), C(C)(=O)OCC (ethyl acetate). Run at temperature -30 celsius, time 4 hour. Product: BrC=1C=C(C=CC1Cl)CC(C(=O)OC(C)(C)C)(C)C (tert-Butyl 3-(3-bromo-4-chlorophenyl)-2,2-dimethylpropanoate). As a reaction SMILES: C(NC(C)C)(C)C.C([Li])CCC.[C:13]([O:17][C:18](=[O:22])[CH:19]([CH3:21])[CH3:20])([CH3:16])([CH3:15])[CH3:14].[Br:23][C:24]1[CH:29]=[C:28]([CH2:30]Br)[CH:27]=[CH:26][C:25]=1[Cl:32].[Cl-].[NH4+]>C1COCC1.C(OCC)(=O)C>[Br:23][C:24]1[CH:29]=[C:28]([CH2:30][C:19]([CH3:21])([CH3:20])[C:18]([O:17][C:13]([CH3:16])([CH3:15])[CH3:14])=[O:22])[CH:27]=[CH:26][C:25]=1[Cl:32] |f:4.5|. Reported procedure: Under argon, 4.0 ml (28.8 mmol) of diisopropylamine were dissolved in 50 ml of dry THF, and the mixture was cooled to −30° C. 11.5 ml (28.8 mmol) of n-butyllithium solution (2.5 M in hexane) were added dropwise. The resulting mixture was warmed to 0° C. and then cooled to −70° C. A solution of 2.77 g (19.2 mmol) of tert-butyl-2-methylpropanoate in 20 ml of THF was then added, the temperature being kept below −60° C. After 4 h of stirring at −60° C., a solution of 6.0 g (21.1 mmol) of 2-bromo-4-(... The reactants are O=C(NC(CC(F)(F)F)C(=O)O)OCc1ccccc1, CCCOC(=O)N1CCNCC1, CCN1CCOCC1, CCOC(C)=O, CN(C)C=O. The product is CCCOC(=O)N1CCN(C(=O)C(CC(F)(F)F)NC(=O)OCc2ccccc2)CC1. As a reaction SMILES: [CH2:1]([c:2]1[cH:3][cH:4][cH:5][cH:6][cH:7]1)[O:8][C:9](=[O:10])[NH:11][CH:12]([C:13](=[O:14])[OH:15])[CH2:16][C:17]([F:18])([F:19])[F:20].[CH2:21]([CH2:22][CH3:23])[O:24][C:25](=[O:26])[N:27]1[CH2:28][CH2:29][NH:30][CH2:31][CH2:32]1.[CH2:33]([N:34]1[CH2:35][CH2:36][O:37][CH2:38][CH2:39]1)[CH3:40].[CH3:46][CH2:47][O:48][C:49](=[O:50])[CH3:51].[O:41]=[CH:42][N:43]([CH3:44])[CH3:45]>>[CH2:1]([c:2]1[cH:3][cH:4][cH:5][cH:6][cH:7]1)[O:8][C:9](=[O:10])[NH:11][CH:12]([C:13](=[O:15])[N:30]1[CH2:29][CH2:28][N:27]([C:25]([O:24][CH2:21][CH2:22][CH3:23])=[O:26])[CH2:32][CH2:31]1)[CH2:16][C:17]([F:18])([F:19])[F:20]. Starting materials: CC#N, CCN(C(C)C)C(C)C, Cc1c(Cl)nnc(C#N)c1C, ClCCl, NC1CCN(Cc2cc(F)cc(F)c2)CC1, [Na+], [Na+], O=C([O-])[O-], O. Product: Cc1c(C#N)nnc(NC2CCN(Cc3cc(F)cc(F)c3)CC2)c1C. Reaction SMILES: [CH3:43][C:44]#[N:45].[CH:28]([N:29]([CH:30]([CH3:31])[CH3:32])[CH2:33][CH3:34])([CH3:35])[CH3:36].[Cl:1][c:2]1[c:3]([CH3:11])[c:4]([CH3:10])[c:5]([C:8]#[N:9])[n:6][n:7]1.[Cl:47][CH2:48][Cl:49].[F:12][c:13]1[cH:14][c:15]([CH2:16][N:17]2[CH2:18][CH2:19][CH:20]([NH2:23])[CH2:21][CH2:22]2)[cH:24][c:25]([F:27])[cH:26]1.[Na+:37].[Na+:38].[O-:39][C:40](=[O:41])[O-:42].[OH2:46]>>[c:2]1([NH:23][CH:20]2[CH2:19][CH2:18][N:17]([CH2:16][c:15]3[cH:14][c:13]([F:12])[cH:26][c:25]([F:27])[cH:24]3)[CH2:22][CH2:21]2)[c:3]([CH3:11])[c:4]([CH3:10])[c:5]([C:8]#[N:9])[n:6][n:7]1. The reactants are O (water), ClC1=NN(C(=C1C(=O)Cl)Cl)C (3,5-dichloro-1-methylpyrazole-4-carboxylic acid chloride), CC1(CCCCC1)C=1SC=C(N1)CP(OCC)(OCC)=O (diethyl {2-(1-methylcyclohexan-1-yl)-thiazol-4-yl}methylphosphonate), CC(C)([O-])C.[K+] (potassium t-butoxide). Solvent: O1CCCC1 (tetrahydrofuran). Conditions: time 1 hour. Yields the product ClC1=NN(C(=C1C(C(P(=O)(OCC)OCC)C=1N=C(SC1)C1(CCCCC1)C)=O)Cl)C (1-(3,5-dichloro-1-methylpyrazol-4-yl)-2-{2-(1-methylcyclohexan-1-yl)-thiazol-4-yl}-2-diethylphosphonoethanone). Isolated yield 19.7%. Reaction SMILES: [Cl:1][C:2]1[C:6]([C:7](Cl)=[O:8])=[C:5]([Cl:10])[N:4]([CH3:11])[N:3]=1.[CH3:12][C:13]1([C:19]2[S:20][CH:21]=[C:22]([CH2:24][P:25](=[O:32])([O:29][CH2:30][CH3:31])[O:26][CH2:27][CH3:28])[N:23]=2)[CH2:18][CH2:17][CH2:16][CH2:15][CH2:14]1.CC(C)([O-])C.[K+].O>O1CCCC1>[Cl:1][C:2]1[C:6]([C:7](=[O:8])[CH:24]([C:22]2[N:23]=[C:19]([C:13]3([CH3:12])[CH2:18][CH2:17][CH2:16][CH2:15][CH2:14]3)[S:20][CH:21]=2)[P:25]([O:29][CH2:30][CH3:31])([O:26][CH2:27][CH3:28])=[O:32])=[C:5]([Cl:10])[N:4]([CH3:11])[N:3]=1 |f:2.3|. Procedure: 0.85 g (4 mmols) of 3,5-dichloro-1-methylpyrazole-4-carboxylic acid chloride and 1.32 g (4 mmols) of diethyl {2-(1-methylcyclohexan-1-yl)-thiazol-4-yl}methylphosphonate were dissolved in 15 ml of dry tetrahydrofuran, and 1.12 g (10 mmols) of potassium t-butoxide was added thereto at room temperature. The reaction mixture was stirred for 1 hour at room temperature, and 20 ml of water was added thereto, and extracted with ethyl acetate. The organic layer was washed with water and saturated saline,...